This data is from the Open Reaction Database (ORD), a public repository of structured organic reaction records. The task is: describe an organic reaction: reactants, conditions, products, and yield Reactants: O=C(Nc1ccc(Cl)cn1)c1ccccc1NC(=O)C1CCNCC1, O=C(O)C(F)(F)F, O=C1CCCC1. Yields the product O=C(Nc1ccc(Cl)cn1)c1ccccc1NC(=O)C1CCN(C2CCCC2)CC1. As a reaction SMILES: [Cl:8][c:9]1[cH:10][cH:11][c:12]([NH:15][C:16]([c:17]2[c:18]([NH:23][C:24](=[O:25])[CH:26]3[CH2:27][CH2:28][NH:29][CH2:30][CH2:31]3)[cH:19][cH:20][cH:21][cH:22]2)=[O:32])[n:13][cH:14]1.[F:1][C:2]([F:3])([F:4])[C:5]([OH:6])=[O:7].[O:33]=[C:34]1[CH2:35][CH2:36][CH2:37][CH2:38]1>>[Cl:8][c:9]1[cH:10][cH:11][c:12]([NH:15][C:16]([c:17]2[c:18]([NH:23][C:24](=[O:25])[CH:26]3[CH2:27][CH2:28][N:29]([CH:34]4[CH2:35][CH2:36][CH2:37][CH2:38]4)[CH2:30][CH2:31]3)[cH:19][cH:20][cH:21][cH:22]2)=[O:32])[n:13][cH:14]1. Reactants: ClC1=CC=C(C=N1)S(=O)(=O)N1CCN(CC1)C (1-[(6-chloropyridine-3-yl)sulfonyl]-4-methylpiperazine), O=C1NC2=CC=C(C=C2C1)C(=O)OC (methyl 2-oxoindoline-5-carboxylate). Yields the product OC=1NC2=CC=C(C=C2C1C1=NC=C(C=C1)S(=O)(=O)N1CCN(CC1)C)C(=O)OC (Methyl 2-hydroxy-3-{5-[(4-methylpiperazin-1-yl)sulfonyl]pyridin-2-yl}-1H-indole-5-carboxylate). As a reaction SMILES: Cl[C:2]1[N:7]=[CH:6][C:5]([S:8]([N:11]2[CH2:16][CH2:15][N:14]([CH3:17])[CH2:13][CH2:12]2)(=[O:10])=[O:9])=[CH:4][CH:3]=1.[O:18]=[C:19]1[CH2:27][C:26]2[C:21](=[CH:22][CH:23]=[C:24]([C:28]([O:30][CH3:31])=[O:29])[CH:25]=2)[NH:20]1>>[OH:18][C:19]1[NH:20][C:21]2[C:26]([C:27]=1[C:2]1[CH:3]=[CH:4][C:5]([S:8]([N:11]3[CH2:16][CH2:15][N:14]([CH3:17])[CH2:13][CH2:12]3)(=[O:10])=[O:9])=[CH:6][N:7]=1)=[CH:25][C:24]([C:28]([O:30][CH3:31])=[O:29])=[CH:23][CH:22]=2. Procedure: The title compound was prepared as described for Example 103 using 1-[(6-chloropyridine-3-yl)sulfonyl]-4-methylpiperazine (described in: Thunus. L. Annales Pharmaceutiques Francaises 1977, 35, 197-204) and methyl 2-oxoindoline-5-carboxylate to give the title compound in 59% yield, but without the treatment of the base with hydrochloric acid to from the salt: 1H NMR (D2O, 400 MHz) δ 8.03 (d, J=2 Hz, 1H), 7.44 (m, 1H), 7.30 (d, J=8 Hz, 1H), 7.23 (s, 1H), 6.82 (d, J=9 Hz, 1H), 6.70 (d, J=8 Hz, 1H),... Reactants: [Al+3], COC(=O)c1cc(OCc2ccccc2)cc(Cl)n1, CCOC(C)=O, [H-], [H-], [H-], [H-], [Li+], C1CCOC1. The product is OCc1cc(OCc2ccccc2)cc(Cl)n1. As a reaction SMILES: [Al+3:21].[CH2:1]([c:2]1[cH:3][cH:4][cH:5][cH:6][cH:7]1)[O:8][c:9]1[cH:10][c:11]([C:16](=[O:17])[O:18][CH3:19])[n:12][c:13]([Cl:15])[cH:14]1.[CH3:31][CH2:32][O:33][C:34](=[O:35])[CH3:36].[H-:20].[H-:23].[H-:24].[H-:25].[Li+:22].[O:26]1[CH2:27][CH2:28][CH2:29][CH2:30]1>>[CH2:1]([c:2]1[cH:3][cH:4][cH:5][cH:6][cH:7]1)[O:8][c:9]1[cH:10][c:11]([CH2:16][OH:17])[n:12][c:13]([Cl:15])[cH:14]1. Starting materials: CN(C)CCCOc1ccccc1C=O, CCO, Nc1ccccc1. Product: CN(C)CCCOc1ccccc1C=Nc1ccccc1. As a reaction SMILES: [CH3:1][N:2]([CH2:3][CH2:4][CH2:5][O:6][c:7]1[c:8]([CH:9]=[O:10])[cH:11][cH:12][cH:13][cH:14]1)[CH3:15].[CH3:23][CH2:24][OH:25].[NH2:16][c:17]1[cH:18][cH:19][cH:20][cH:21][cH:22]1>>[CH3:1][N:2]([CH2:3][CH2:4][CH2:5][O:6][c:7]1[c:8]([CH:9]=[N:16][c:17]2[cH:18][cH:19][cH:20][cH:21][cH:22]2)[cH:11][cH:12][cH:13][cH:14]1)[CH3:15]. Starting materials: BrC=1C=C(C=C(C1)F)[C@@H](C(C)(C)F)C1CN(C1)[C@H](C=1C=C(C=CC1)C1=NOC=N1)C1=CC=C(C=C1)Cl (3-{3-[(S)-{3-[(1S)-1-(3-bromo-5-fluorophenyl)-2-fluoro-2-methyl propyl]azetidin-1-yl}(4-chlorophenyl)methyl]phenyl}-1,2,4-oxadiazole), CN(C)C=O.O (DMF H2O). The reagents and catalysts are [C-]#N.[Zn+2].[C-]#N (zinc cyanide), C=1C=CC(=CC1)/C=C/C(=O)/C=C/C2=CC=CC=C2.C=1C=CC(=CC1)/C=C/C(=O)/C=C/C2=CC=CC=C2.C=1C=CC(=CC1)/C=C/C(=O)/C=C/C2=CC=CC=C2.[Pd].[Pd] (tris(dibenzylideneacetone)-dipalladium), C1=CC=C(C=C1)P([C-]2C=CC=C2)C3=CC=CC=C3.C1=CC=C(C=C1)P([C-]2C=CC=C2)C3=CC=CC=C3.[Fe+2] (DPPF). Conditions: temperature 135 celsius, time 14 hour. Yields the product ClC1=CC=C(C=C1)[C@H](N1CC(C1)[C@H](C(C)(C)F)C=1C=C(C#N)C=C(C1)F)C1=CC(=CC=C1)C1=NOC=N1 (3-[(1S)-1-(1-{(S)-(4-chlorophenyl)[3-(1,2,4-oxadiazol-3-yl)phenyl]-methyl}azetidin-3-yl)-2-fluoro-2-methylpropyl]-5-fluorobenzonitrile). As a reaction SMILES: Br[C:2]1[CH:3]=[C:4]([C@H:9]([CH:14]2[CH2:17][N:16]([C@@H:18]([C:30]3[CH:35]=[CH:34][C:33]([Cl:36])=[CH:32][CH:31]=3)[C:19]3[CH:20]=[C:21]([C:25]4[N:29]=[CH:28][O:27][N:26]=4)[CH:22]=[CH:23][CH:24]=3)[CH2:15]2)[C:10]([F:13])([CH3:12])[CH3:11])[CH:5]=[C:6]([F:8])[CH:7]=1.[CH3:37][N:38](C=O)C.O>[C-]#N.[Zn+2].[C-]#N.C1C=CC(/C=C/C(/C=C/C2C=CC=CC=2)=O)=CC=1.C1C=CC(/C=C/C(/C=C/C2C=CC=CC=2)=O)=CC=1.C1C=CC(/C=C/C(/C=C/C2C=CC=CC=2)=O)=CC=1.[Pd].[Pd].C1C=CC(P(C2C=CC=CC=2)[C-]2C=CC=C2)=CC=1.C1C=CC(P(C2C=CC=CC=2)[C-]2C=CC=C2)=CC=1.[Fe+2]>[Cl:36][C:33]1[CH:34]=[CH:35][C:30]([C@@H:18]([C:19]2[CH:24]=[CH:23][CH:22]=[C:21]([C:25]3[N:29]=[CH:28][O:27][N:26]=3)[CH:20]=2)[N:16]2[CH2:15][CH:14]([C@@H:9]([C:4]3[CH:3]=[C:2]([CH:7]=[C:6]([F:8])[CH:5]=3)[C:37]#[N:38])[C:10]([F:13])([CH3:12])[CH3:11])[CH2:17]2)=[CH:31][CH:32]=1 |f:1.2,3.4.5,6.7.8.9.10,11.12.13|. Reported procedure: A mixture of 60 mg (0.104 mmol) of 3-{3-[(S)-{3-[(1S)-1-(3-bromo-5-fluorophenyl)-2-fluoro-2-methyl propyl]azetidin-1-yl}(4-chlorophenyl)methyl]phenyl}-1,2,4-oxadiazole, 48.5 mg (0.84 mmol) of zinc cyanide, 4 mg (0.004 mmol) of tris(dibenzylideneacetone)-dipalladium, and 5 mg (0.009 mmol) of DPPF in 3 mL of DMF/H2O (99/1) was degassed with N2 for 1 h at rt. Then it was stirred at 135° C. After 14 h, the reaction mixture was concentrated to remove solvents. Then the mixture was poured into 20 mL o...